The task is: describe an organic reaction: reactants, conditions, products, and yield. This data is from the Open Reaction Database (ORD), a public repository of structured organic reaction records. The reactants are [N+](=O)([O-])C=1C(=CC2=C(SC3=C2C=C(C(=C3)[N+](=O)[O-])C#N)C1)C#N (3,7-dinitrodibenzothiophene-2,8-dicarbonitrile), C(C)(=O)O (acetic acid), Br (hydrobromic acid), [OH-].[Na+] (sodium hydroxide), O (water). The product is [N+](=O)([O-])C=1C(=CC2=C(SC3=C2C=C(C(=C3)[N+](=O)[O-])C(=O)O)C1)C(=O)O (3,7-dinitrodibenzothiophen-2,8-dicarboxylic acid). Reaction SMILES: [N+:1]([C:4]1[C:5]([C:22]#N)=[CH:6][C:7]2[C:11]3[CH:12]=C(C#N)[C:14]([N+:16]([O-:18])=[O:17])=[CH:15][C:10]=3[S:9][C:8]=2[CH:21]=1)([O-:3])=[O:2].[C:24]([OH:27])(=[O:26])[CH3:25].Br.[OH-:29].[Na+].[OH2:31]>>[N+:1]([C:4]1[C:5]([C:22]([OH:31])=[O:29])=[CH:6][C:7]2[C:11]3[CH:12]=[C:25]([C:24]([OH:27])=[O:26])[C:14]([N+:16]([O-:18])=[O:17])=[CH:15][C:10]=3[S:9][C:8]=2[CH:21]=1)([O-:3])=[O:2] |f:3.4|. Procedure details: Again, referring to Scheme I, modifying a procedure as described (E. Campaigne and John Ashby, J. Het. Chem. 517-521, August 1969 on page 521) dibenzothiophene 1 was treated with bromine in carbon disulfide to afford 2,8-dibromo-dibenzothiophene 2. Reaction of 2,8-dibromo-dibenzothiophene 2 with >90% nitric acid at 50-60° C. gave as the major product 2,8-dibromo-3,7-dinitrodibenzothiophene-5-oxide 3a. A mixture of 2,8-dibromo-3,7-dinitrodibenzothiophene-5-oxide 3a in 1:1 dimethylacetamide (DMAC)...